This data is from the Open Reaction Database (ORD), a public repository of structured organic reaction records. The task is: describe an organic reaction: reactants, conditions, products, and yield Reactants: Cl, O=C(O)Cc1ccc(F)cc1, Cc1nc2cccc(CN)c2c(=O)n1C1CCC(=O)NC1=O, CN(C)C=O. Yields the product Cc1nc2cccc(CNC(=O)Cc3ccc(F)cc3)c2c(=O)n1C1CCC(=O)NC1=O. As a reaction SMILES: [ClH:12].[F:1][c:2]1[cH:3][cH:4][c:5]([CH2:8][C:9](=[O:10])[OH:11])[cH:6][cH:7]1.[NH2:13][CH2:14][c:15]1[c:16]2[c:17](=[O:34])[n:18]([CH:26]3[C:27](=[O:33])[NH:28][C:29](=[O:32])[CH2:30][CH2:31]3)[c:19]([CH3:25])[n:20][c:21]2[cH:22][cH:23][cH:24]1.[O:35]=[CH:36][N:37]([CH3:38])[CH3:39]>>[F:1][c:2]1[cH:3][cH:4][c:5]([CH2:8][C:9](=[O:11])[NH:13][CH2:14][c:15]2[c:16]3[c:17](=[O:34])[n:18]([CH:26]4[C:27](=[O:33])[NH:28][C:29](=[O:32])[CH2:30][CH2:31]4)[c:19]([CH3:25])[n:20][c:21]3[cH:22][cH:23][cH:24]2)[cH:6][cH:7]1.